From a dataset of the Open Reaction Database (ORD), a public repository of structured organic reaction records. describe an organic reaction: reactants, conditions, products, and yield Starting materials: BrC1=[N+](C=C(C(=C1)[N+](=O)[O-])NC)[O-] (2-bromo-5-(methylamino)-4-nitropyridine 1-oxide), P(=O)(Cl)(Cl)Cl (phosphorous oxychloride). Reaction conditions: temperature 110 celsius, time 1 hour. The product is BrC1=CC(=C(C(=N1)Cl)NC)[N+](=O)[O-] (6-bromo-2-chloro-N-methyl-4-nitropyridin-3-amine). As a reaction SMILES: [Br:1][C:2]1[CH:7]=[C:6]([N+:8]([O-:10])=[O:9])[C:5]([NH:11][CH3:12])=[CH:4][N+:3]=1[O-].P(Cl)(Cl)([Cl:16])=O>>[Br:1][C:2]1[N:3]=[C:4]([Cl:16])[C:5]([NH:11][CH3:12])=[C:6]([N+:8]([O-:10])=[O:9])[CH:7]=1. Reported procedure: A suspension of 2-bromo-5-(methylamino)-4-nitropyridine 1-oxide (3.35 g, 13.51 mmol) in phosphorous oxychloride (35 mL, 374 mmol) was heated at 110° C. After 1 h, the reaction mixture was cooled to r.t. and evaporated to dryness in vacuo. The residue was partitioned between EtOAc (100 mL) and saturated sodium hydrogen carbonate, the layers were separated and the organic layer was washed with brine and dried over MgSO4. The residue was purified by flash column chromatography (SiO2, 0% EtOAc/Hexan... Reactants: C(C)(C)(C)NC(=O)C1=CN(C2=NC=C(N=C21)C2=NN(C1=CC(=CC=C21)F)CC2CN(C2)C(=O)OC(C)(C)C)COCC[Si](C)(C)C (tert-butyl 3-((3-(7-(tert-butylcarbamoyl)-5-((2-(trimethylsilyl)ethoxy)methyl)-5H-pyrrolo[2,3-b]pyrazin-2-yl)-6-fluoro-1H-indazol-1-yl)methyl)azetidine-1-carboxylate), FC(C(=O)O)(F)F (trifluoroacetic acid). Solvent: ClCCl (dichloromethane). Product: FC(C(=O)O)(F)F.C(C)(C)(C)NC(=O)C1=CNC2=NC=C(N=C21)C2=NN(C1=CC(=CC=C21)F)CC2CNC2 (2-(1-azetidin-3-ylmethyl-6-fluoro-1H-indazol-3-yl)-5H-pyrrolo[2,3-b]pyrazine-7-carboxylic acid tert-butyl amide trifluoroacetate). The yield is 17.0%. Reaction SMILES: [C:1]([NH:5][C:6]([C:8]1[C:16]2[C:11](=[N:12][CH:13]=[C:14]([C:17]3[C:25]4[C:20](=[CH:21][C:22]([F:26])=[CH:23][CH:24]=4)[N:19]([CH2:27][CH:28]4[CH2:31][N:30](C(OC(C)(C)C)=O)[CH2:29]4)[N:18]=3)[N:15]=2)[N:10](COCC[Si](C)(C)C)[CH:9]=1)=[O:7])([CH3:4])([CH3:3])[CH3:2].[F:47][C:48]([F:53])([F:52])[C:49]([OH:51])=[O:50]>ClCCl>[F:47][C:48]([F:53])([F:52])[C:49]([OH:51])=[O:50].[C:1]([NH:5][C:6]([C:8]1[C:16]2[C:11](=[N:12][CH:13]=[C:14]([C:17]3[C:25]4[C:20](=[CH:21][C:22]([F:26])=[CH:23][CH:24]=4)[N:19]([CH2:27][CH:28]4[CH2:29][NH:30][CH2:31]4)[N:18]=3)[N:15]=2)[NH:10][CH:9]=1)=[O:7])([CH3:4])([CH3:2])[CH3:3] |f:3.4|. Reported procedure: To a stirred solution of tert-butyl 3-((3-(7-(tert-butylcarbamoyl)-5-((2-(trimethylsilyl)ethoxy)methyl)-5H-pyrrolo[2,3-b]pyrazin-2-yl)-6-fluoro-1H-indazol-1-yl)methyl)azetidine-1-carboxylate (70 mg, 107 μmol) in dichloromethane (5 mL) was added trifluoroacetic acid (1 mL). After 15 h the mixture was concentrated in vacuo and the residue dissolved in 25 mL of a Jan. 10, 1960 mixture of ammonium hydroxide/methanol/dichloromethane. After 1 h the mixture was concentrated in vacuo. Purification by ch...